This data is from the Open Reaction Database (ORD), a public repository of structured organic reaction records. The task is: describe an organic reaction: reactants, conditions, products, and yield Reactants: C(C=C)N (Allylamine), C(=O)(N1C=NC=C1)N1C=NC=C1 (1,1′-carbonyldiimidazole). Solvent: ClCCl (dichloromethane). Conditions: time 8 hour. Product: N1(C=NC=C1)C(=O)NCC=C (N-(1H-imidazol-1-ylcarbonyl)-allylamine). Reaction SMILES: [CH2:1]([NH2:4])[CH:2]=[CH2:3].[C:5](N1C=CN=C1)([N:7]1[CH:11]=[CH:10][N:9]=[CH:8]1)=[O:6]>ClCCl>[N:7]1([C:5]([NH:4][CH2:1][CH:2]=[CH2:3])=[O:6])[CH:11]=[CH:10][N:9]=[CH:8]1. Reported procedure: Allylamine (1.0 g, 17.5 mmol) was dissolved in dichloromethane (30 ml), 1,1′-carbonyldiimidazole (7.37 g, 15 mmol) was added, and the mixture was stirred overnight. The solvent was evaporated under reduced pressure, and the residue was partitioned between ethyl acetate and 1N hydrochloric acid. The organic layer was washed with saturated brine, and dried over anhydrous sodium sulfate, and the solvent was evaporated under reduced pressure to give the title compound.